From a dataset of the Open Reaction Database (ORD), a public repository of structured organic reaction records. describe an organic reaction: reactants, conditions, products, and yield Run in C(CCC)O (n-butanol), CO (methanol). Procedure details: A mixture of 7,8-dichloro-2,3-dihydro-4-[4-(2-methylimidazo[4,5-c]pyrid-1-yl)phenyl]-1H-[1,5]benzodiazepin-2-thione (452 mg, 1.0 mmol), hydrazine hydrate (100 mg, 2 mmol) and red mercuric oxide (217 mg, 1.0 mmol) in n-butanol was heated at 100° C. for 30 minutes. The mixture was diluted with methanol (300 ml), filtered through Arbocel filter aid and the filtrate was concentrated under reduced pressure. The crude product was used directly for Example 32. The reactants are ClC1=CC2=C(NC(CC(=N2)C2=CC=C(C=C2)N2C(=NC=3C=NC=CC32)C)=S)C=C1Cl (7,8-dichloro-2,3-dihydro-4-[4-(2-methylimidazo[4,5-c]pyrid-1-yl)phenyl]-1H-[1,5]benzodiazepin-2-thione), O.NN (hydrazine hydrate), mercuric oxide. RXN SMILES: [Cl:1][C:2]1[C:29]([Cl:30])=[CH:28][C:5]2[NH:6][C:7](=S)[CH2:8][C:9]([C:11]3[CH:16]=[CH:15][C:14]([N:17]4[C:25]5[CH:24]=[CH:23][N:22]=[CH:21][C:20]=5[N:19]=[C:18]4[CH3:26])=[CH:13][CH:12]=3)=[N:10][C:4]=2[CH:3]=1.O.[NH2:32][NH2:33]>C(O)CCC.CO>[Cl:1][C:2]1[C:29]([Cl:30])=[CH:28][C:5]2[N:6]=[C:7]([NH:32][NH2:33])[CH2:8][C:9]([C:11]3[CH:16]=[CH:15][C:14]([N:17]4[C:25]5[CH:24]=[CH:23][N:22]=[CH:21][C:20]=5[N:19]=[C:18]4[CH3:26])=[CH:13][CH:12]=3)=[N:10][C:4]=2[CH:3]=1 |f:1.2|. Yields the product ClC1=CC2=C(N=C(CC(=N2)C2=CC=C(C=C2)N2C(=NC=3C=NC=CC32)C)NN)C=C1Cl (7,8-Dichloro-2-hydrazino-4-[4-(2-methylimidazo[4,5-c]pyrid-1-yl)phenyl]-3H-[1,5]benzodiazepine). Conditions: temperature 100 celsius. Starting materials: C1CCOC1, [Li]CCCC, COCBr, CC(C)NC(C)C, O=C1CCOCC1. Yields the product COCC1COCCC1=O. RXN SMILES: [CH2:24]1[O:25][CH2:26][CH2:27][CH2:28]1.[CH2:8]([Li:9])[CH2:10][CH2:11][CH3:12].[CH3:20][O:21][CH2:22][Br:23].[CH:1]([NH:2][CH:3]([CH3:4])[CH3:5])([CH3:6])[CH3:7].[O:13]1[CH2:14][CH2:15][C:16](=[O:19])[CH2:17][CH2:18]1>>[O:13]1[CH2:14][CH:15]([CH2:22][O:21][CH3:20])[C:16](=[O:19])[CH2:17][CH2:18]1. Reactants: [H-].[Na+] (sodium hydride), NC1=NC(=NC(=C1NC(OC)=O)N)N1N=C(C2=NC=CC=C21)CC2=C(C=CC=C2)F (methyl {4,6-diamino-2-[3-(2-fluorobenzyl)-1H-pyrazolo[4,3-b]pyridin-1-yl]pyrimidin-5-yl}carbamate), FC1=CC=C(CBr)C=C1 (4-fluorobenzyl bromide). The solvent is C(C)(=O)OCC (ethyl acetate), O1CCCC1 (tetrahydrofuran). Conditions: temperature 0 celsius, time 30 minute. Product: NC1=NC(=NC(=C1N(C(OC)=O)CC1=CC=C(C=C1)F)N)N1N=C(C2=NC=CC=C21)CC2=C(C=CC=C2)F (Methyl {4,6-diamino-2-[3-(2-fluorobenzyl)-1H-pyrazolo[4,3-b]pyridin-1-yl]pyrimidin-5-yl}(4-fluorobenzyl)carbamate). RXN SMILES: [NH2:1][C:2]1[C:7]([NH:8][C:9](=[O:12])[O:10][CH3:11])=[C:6]([NH2:13])[N:5]=[C:4]([N:14]2[C:22]3[C:17](=[N:18][CH:19]=[CH:20][CH:21]=3)[C:16]([CH2:23][C:24]3[CH:29]=[CH:28][CH:27]=[CH:26][C:25]=3[F:30])=[N:15]2)[N:3]=1.[H-].[Na+].[F:33][C:34]1[CH:41]=[CH:40][C:37]([CH2:38]Br)=[CH:36][CH:35]=1>O1CCCC1.C(OCC)(=O)C>[NH2:1][C:2]1[C:7]([N:8]([CH2:38][C:37]2[CH:40]=[CH:41][C:34]([F:33])=[CH:35][CH:36]=2)[C:9](=[O:12])[O:10][CH3:11])=[C:6]([NH2:13])[N:5]=[C:4]([N:14]2[C:22]3[C:17](=[N:18][CH:19]=[CH:20][CH:21]=3)[C:16]([CH2:23][C:24]3[CH:29]=[CH:28][CH:27]=[CH:26][C:25]=3[F:30])=[N:15]2)[N:3]=1 |f:1.2|. Reported procedure: Under argon, 100 mg (0.245 mmol) of methyl {4,6-diamino-2-[3-(2-fluorobenzyl)-1H-pyrazolo[4,3-b]pyridin-1-yl]pyrimidin-5-yl}carbamate (preparation described in WO 2008/031513, example 9) were initially charged in tetrahydrofuran (10.0 ml) and the suspension was cooled to 0° C. Subsequently, 9.8 mg (0.245 mmol) of sodium hydride (60% in mineral oil) were added and the mixture was stirred at 0° C. for a further 30 min. Thereafter, 30.5 μl (0.245 mmol) of 4-fluorobenzyl bromide were added dropwise ... Reactants: FC=1C=C(C=C(C1)F)CO ((3,5-difluorophenyl)methanol), [H-].[Na+] (sodium hydride), CI (methyl iodide). Run in C1CCOC1 (THF). Conditions: temperature 2.5 celsius, time 1 hour. The product is FC1=CC(=CC(=C1)COC)F (1,3-Difluoro-5-(methoxymethyl)benzene). Yield: 96.9%. As a reaction SMILES: [F:1][C:2]1[CH:3]=[C:4]([CH2:9][OH:10])[CH:5]=[C:6]([F:8])[CH:7]=1.[H-].[Na+].[CH3:13]I>C1COCC1>[F:1][C:2]1[CH:3]=[C:4]([CH2:9][O:10][CH3:13])[CH:5]=[C:6]([F:8])[CH:7]=1 |f:1.2|. Procedure: To a solution of (3,5-difluorophenyl)methanol (1.98 g, 13.7 mmol) in THF (20 mL) at 0° C. was added sodium hydride (1.0 g, 25 mmol) in portions. The mixture was stirred at 0-5° C. for 1 h, and then methyl iodide (4.3 mL, 69 mmol) was added. The reaction mixture was stirred at room temperature for 2 h. The mixture was quenched with water and extracted with EtOAc. The combined organic extracts were concentrated and the resulting residue was columned on 40 g silica gel, eluting with 0-40% EtOAc in ... Starting materials: C(C=1C(S)=CC=CC1)(=O)OC (methyl thiosalicylate), IC (iodomethane), C[O-].[Na+] (sodium methoxide). Solvent: CO (methanol). Yields the product COC(C1=C(C=CC=C1)SC)=O (Methyl-2-(methylthio)benzoate). The yield is 388.0%. Reaction SMILES: [CH3:1][O-].[Na+].[C:4]([O:13][CH3:14])(=[O:12])[C:5]1[C:6](=[CH:8][CH:9]=[CH:10][CH:11]=1)[SH:7].IC>CO>[CH3:14][O:13][C:4](=[O:12])[C:5]1[CH:11]=[CH:10][CH:9]=[CH:8][C:6]=1[S:7][CH3:1] |f:0.1|. Procedure details: To a solution of 160 mg (2.97 mmol) of sodium methoxide in 10 mL of methanol was added at 0°, 0.4 mL (2.97 mmol) of methyl thiosalicylate, 0.37 mL (5.97 mmol) of iodomethane and stirred at room temperature for 1 h. The reaction mixture was concentrated in vacuo, taken up in ethyl acetate, washed with water, brine, dried over sodium sulfate, and concentrated in vacuo to give 2.10 g of the title compound.